From a dataset of the Open Reaction Database (ORD), a public repository of structured organic reaction records. describe an organic reaction: reactants, conditions, products, and yield Reactants: ClC1=CC=C(OC2CN(C2)CC[C@@H](CO)NC(=O)NC=2SC(=NN2)CC)C=C1 (1-{(S)-3-[3-(4-chloro-phenoxy)-azetidin-1-yl]-1-hydroxymethyl-propyl}-3-(5-ethyl-[1,3,4]-thiadiazol-2-yl)-urea), Cl.N[C@H](CO)CCN1CC(C1)OC1=CC=C(C=C1)F ((S)-2-amino-4-[3-(4-fluoro-phenoxy)-azetidin-1-yl]-butan-1-ol hydrochloride). Yields the product FC1=CC=C(OC2CN(C2)CC[C@@H](CO)NC(=O)NC=2SC(=NN2)CC)C=C1 (1-{(S)-3-[3-(4-fluoro-phenoxy)-azetidin-1-yl]-1-hydroxymethyl-propyl}-3-(5-ethyl-[1,3,4]thiadiazol-2-yl)-urea). Reaction SMILES: Cl[C:2]1[CH:28]=[CH:27][C:5]([O:6][CH:7]2[CH2:10][N:9]([CH2:11][CH2:12][C@H:13]([NH:16][C:17]([NH:19][C:20]3[S:21][C:22]([CH2:25][CH3:26])=[N:23][N:24]=3)=[O:18])[CH2:14][OH:15])[CH2:8]2)=[CH:4][CH:3]=1.Cl.N[C@@H](CCN1CC(OC2C=CC([F:47])=CC=2)C1)CO>>[F:47][C:2]1[CH:28]=[CH:27][C:5]([O:6][CH:7]2[CH2:10][N:9]([CH2:11][CH2:12][C@H:13]([NH:16][C:17]([NH:19][C:20]3[S:21][C:22]([CH2:25][CH3:26])=[N:23][N:24]=3)=[O:18])[CH2:14][OH:15])[CH2:8]2)=[CH:4][CH:3]=1 |f:1.2|. Reported procedure: This compound is prepared analogously to 1-{(S)-3-[3-(4-chloro-phenoxy)-azetidin-1-yl]-1-hydroxymethyl-propyl}-3-(5-ethyl-[1,3,4]-thiadiazol-2-yl)-urea in Example 99 except using (S)-2-amino-4-[3-(4-fluoro-phenoxy)-azetidin-1-yl]-butan-1-ol hydrochloride in place of (S)-2-amino-4-[3-(4-chloro-phenoxy)-azetidin-1-yl]-butan-1-ol hydrochloride. The reactants are ClC1=NC=C(C=C1NS(=O)(=O)C)C1=CC(=C2C=NN(C2=C1)S(=O)(=O)C1=CC=C(C=C1)C)C1=NN=NN1 (N-{2-Chloro-5-[1-[(4-methylphenyl)sulfonyl]-4-(1H-tetrazol-5-yl)-1H-indazol-6-yl]-3-pyridinyl}methanesulfonamide), ClCC(=O)Cl (chloro acetylchloride). Solvent: C1(=CC=CC=C1)C (toluene). Run at temperature 105 celsius. Product: ClC1=NC=C(C=C1NS(=O)(=O)C)C1=CC(=C2C=NN(C2=C1)S(=O)(=O)C1=CC=C(C=C1)C)C=1OC(=NN1)CCl (N-(2-Chloro-5-{4-[5-(chloromethyl)-1,3,4-oxadiazol-2-yl]-1-[(4-methylphenyl)sulfonyl]-1H-indazol-6-yl}-3-pyridinyl)methanesulfonamide). Isolated yield 23.5%. Reaction SMILES: [Cl:1][C:2]1[C:7]([NH:8][S:9]([CH3:12])(=[O:11])=[O:10])=[CH:6][C:5]([C:13]2[CH:21]=[C:20]3[C:16]([CH:17]=[N:18][N:19]3[S:22]([C:25]3[CH:30]=[CH:29][C:28]([CH3:31])=[CH:27][CH:26]=3)(=[O:24])=[O:23])=[C:15]([C:32]3[NH:36][N:35]=NN=3)[CH:14]=2)=[CH:4][N:3]=1.[Cl:37][CH2:38][C:39](Cl)=[O:40]>C1(C)C=CC=CC=1>[Cl:1][C:2]1[C:7]([NH:8][S:9]([CH3:12])(=[O:11])=[O:10])=[CH:6][C:5]([C:13]2[CH:21]=[C:20]3[C:16]([CH:17]=[N:18][N:19]3[S:22]([C:25]3[CH:30]=[CH:29][C:28]([CH3:31])=[CH:27][CH:26]=3)(=[O:24])=[O:23])=[C:15]([C:32]3[O:40][C:39]([CH2:38][Cl:37])=[N:35][N:36]=3)[CH:14]=2)=[CH:4][N:3]=1. Reported procedure: N-{2-Chloro-5-[1-[(4-methylphenyl)sulfonyl]-4-(1H-tetrazol-5-yl)-1H-indazol-6-yl]-3-pyridinyl}methanesulfonamide (1.3 g, 2.385 mmol) and chloro acetylchloride (0.285 ml, 3.58 mmol) were placed in toluene (35 ml) and the mixture heated at 105° C. for 30 mins. The temperature was increased to 115° C. and the mixture heated for 1 h. The mixture was cooled to room temperature and the solvent removed in vacuo. This was purified by chromatography on a silica (100 g) cartridge eluting with 0-100% ethyl... The reactants are [K] (potassium), C(C)OC(=O)ONC(OCC)=O (ethyl N-ethoxycarbonyloxycarbamate), O[C@@H](CP(OCC)(OCC)=O)COS(=O)(=O)C1=CC=C(C)C=C1 (Diethyl 2(R)-hydroxy-3-tosyloxypropylphosphonate), [K] (potassium), C(C)OC(=O)ONC(OCC)=O (ethyl N-ethoxycarbonyloxycarbamate), C[Si](C)(C)C(C(=O)N)[Si](C)(C)C (bis(trimethylsilyl)acetamide). Solvent: CN(C=O)C (N,N-dimethylformamide). Conditions: temperature 70 celsius, time 10 hour. Yields the product C(C)OC(=O)N(OC(=O)OCC)C[C@H](CP(OCC)(OCC)=O)O (diethyl 3-(N-ethoxycarbonyl-N-ethoxycarbonyloxyamino)-2(R)-hydroxypropylphosphonate). The yield is 95.3%. As a reaction SMILES: [OH:1][C@H:2]([CH2:12]OS(C1C=CC(C)=CC=1)(=O)=O)[CH2:3][P:4](=[O:11])([O:8][CH2:9][CH3:10])[O:5][CH2:6][CH3:7].C[Si](C([Si](C)(C)C)C(N)=O)(C)C.[K].[CH2:37]([O:39][C:40]([O:42][NH:43][C:44](=[O:48])[O:45][CH2:46][CH3:47])=[O:41])[CH3:38]>CN(C)C=O>[CH2:46]([O:45][C:44]([N:43]([CH2:12][C@@H:2]([OH:1])[CH2:3][P:4](=[O:11])([O:5][CH2:6][CH3:7])[O:8][CH2:9][CH3:10])[O:42][C:40]([O:39][CH2:37][CH3:38])=[O:41])=[O:48])[CH3:47] |^1:35|. Procedure: Diethyl 2(R)-hydroxy-3-tosyloxypropylphosphonate (7.3 g) was dissolved in N,N-dimethylformamide (100 ml). To the solution was added bis(trimethylsilyl)acetamide (12.2 g) under ice-cooling. After the mixture was stirred for 30 minutes at the same temperature, potassium salt of ethyl N-ethoxycarbonyloxycarbamate (5.16 g) was added thereto. The reaction mixture was stirred for 10 hours at 70° C. To this reaction mixture was added potassium salt of ethyl N-ethoxycarbonyloxycarbamate (0.86 g) and the... The reactants are C(C1=CC=CC=C1)N1CCN(CC1)C1=NC=CC=C1NC(C)(C)C#N (1-Benzyl-4-[3-(1-cyano-1-methylethylamino)pyridyl]-piperazine), O1CCCC1 (tetrahydrofuran), C[Li] (Methyllithium), solution, O1CCCC1 (tetrahydrofuran), C[Li] (methyllithium). The solvent is C(C)OCC (diethyl ether). The product is C(C1=CC=CC=C1)N1CCN(CC1)C1=NC=CC=C1NC(C)(C)C (1-Benzyl-4-[3-(1,1-dimethylethylamino)pyridyl]piperazine). Reaction SMILES: C[Li].O1CCCC1.[CH2:8]([N:15]1[CH2:20][CH2:19][N:18]([C:21]2[C:26]([NH:27][C:28]([C:31]#N)([CH3:30])[CH3:29])=[CH:25][CH:24]=[CH:23][N:22]=2)[CH2:17][CH2:16]1)[C:9]1[CH:14]=[CH:13][CH:12]=[CH:11][CH:10]=1>C(OCC)C>[CH2:8]([N:15]1[CH2:20][CH2:19][N:18]([C:21]2[C:26]([NH:27][C:28]([CH3:31])([CH3:30])[CH3:29])=[CH:25][CH:24]=[CH:23][N:22]=2)[CH2:17][CH2:16]1)[C:9]1[CH:14]=[CH:13][CH:12]=[CH:11][CH:10]=1. Procedure details: Methyllithium (61 ml, 85 mmol) as a 1.4M solution in diethyl ether is added to 30 ml tetrahydrofuran and cooled to -78°. 1-Benzyl-4-[3-(1-cyano-1-methylethylamino)pyridyl]-piperazine (PREPARATION 95, 7.14 g, 21.28 mmol), dissolved in 30 ml cooled tetrahydrofuran, is cannulated into the methyllithium solution, rinsing in with 10 ml THF. The reaction is stirred at -78° and allowed to warm to 20°-25° overnight. The reaction is cautiously quenched with water, then extracted from water with methylene... The reactants are solid, Cl.Cl.O1C=C(C=C2C1=CC=C2)C2N(CCCC2)CC[C@@H]2CC[C@H](CC2)N (trans-4-[2-(4-benzofuran-3-yl-piperidin-1-yl)-ethyl]-cyclohexylamine dihydrochloride), Cl.Cl.O1C=C(C=C2C1=CC=C2)C2N(CCCC2)CC[C@@H]2CC[C@H](CC2)N (trans-4-[2-(4-benzofuran-3-yl-piperidin-1-yl)-ethyl]-cyclohexylamine dihydrochloride), OCCC(=O)O (3-hydroxy-propionic acid). The product is O1C=C(C=C2C1=CC=C2)C2N(CCCC2)CC[C@@H]2CC[C@H](CC2)NC(CCO)=O (trans-N-{4-[2-(4-Benzofuran-3-yl-piperidin-1-yl)-ethyl]-cyclohexyl}-3-hydroxy-propionamide). Reaction SMILES: Cl.Cl.[O:3]1[C:8]2=[CH:9][CH:10]=[CH:11][C:7]2=[CH:6][C:5]([CH:12]2[CH2:17][CH2:16][CH2:15][CH2:14][N:13]2[CH2:18][CH2:19][C@H:20]2[CH2:25][CH2:24][C@H:23]([NH2:26])[CH2:22][CH2:21]2)=[CH:4]1.[OH:27][CH2:28][CH2:29][C:30](O)=[O:31]>>[O:3]1[C:8]2=[CH:9][CH:10]=[CH:11][C:7]2=[CH:6][C:5]([CH:12]2[CH2:17][CH2:16][CH2:15][CH2:14][N:13]2[CH2:18][CH2:19][C@H:20]2[CH2:21][CH2:22][C@H:23]([NH:26][C:28](=[O:27])[CH2:29][CH2:30][OH:31])[CH2:24][CH2:25]2)=[CH:4]1 |f:0.1.2|. Procedure: The title compound, off-white solid (20 mg, 20%), MS (ISP) m/z=399.3 [(M+H)+], mp 148° C., was prepared in accordance with the general method of example 1 from trans-4-[2-(4-benzofuran-3-yl-piperidin-1-yl)-ethyl]-cyclohexylamine dihydrochloride (intermediate A) (100 mg, 0.25 mmol) and 3-hydroxy-propionic acid. The reactants are C(C)(C)(C)OC(=O)NC(=NC1=CC(=CC=C1)C1=NC=CC=C1OC)NC(=O)OC(C)(C)C (N,N′-bis(tert-butoxycarbonyl)-N″-(3-(3-methoxypyridin-2-yl)phenyl)guanidine), Cl (hydrogen chloride). Run in ClCCl (dichloromethane), O1CCOCC1 (1,4-dioxane). Run at time 18 hour. Product: Cl.Cl.COC=1C(=NC=CC1)C=1C=C(C=CC1)NC(=N)N (3-(3-methoxypyridin-2-yl)phenylguanidine dihydrochloride). RXN SMILES: C(OC([NH:8][C:9]([NH:25]C(OC(C)(C)C)=O)=[N:10][C:11]1[CH:16]=[CH:15][CH:14]=[C:13]([C:17]2[C:22]([O:23][CH3:24])=[CH:21][CH:20]=[CH:19][N:18]=2)[CH:12]=1)=O)(C)(C)C.[ClH:33]>ClCCl.O1CCOCC1>[ClH:33].[ClH:33].[CH3:24][O:23][C:22]1[C:17]([C:13]2[CH:12]=[C:11]([NH:10][C:9]([NH2:25])=[NH:8])[CH:16]=[CH:15][CH:14]=2)=[N:18][CH:19]=[CH:20][CH:21]=1 |f:4.5.6|. Procedure: To a solution of N,N′-bis(tert-butoxycarbonyl)-N″-(3-(3-methoxypyridin-2-yl)phenyl)guanidine (200 mg) in dichloromethane (2 ml) was added a solution of hydrogen chloride in 1,4-dioxane (4N, 4 ml), and the mixture was stirred at room temperature for 18 hours. The solvent was evaporated under reduced pressure. To the residue was added 5% ethanol in ethyl acetate (100 ml), and the precipitate was collected by filtration and dried under reduced pressure to give 3-(3-methoxypyridin-2-yl)phenylguanidi... Run in CS(=O)C (DMSO). Yield: 37.0%. Reaction SMILES: [C:1]([C:3]1[CH:4]=[C:5]2[C:10](=[CH:11][C:12]=1F)[O:9][CH2:8][CH2:7][CH:6]2[C:14]([O:16][CH3:17])=[O:15])#[N:2].[OH:18][C:19]1[CH:31]=[CH:30][C:22]([C:23]([O:25][C:26]([CH3:29])([CH3:28])[CH3:27])=[O:24])=[CH:21][C:20]=1[CH3:32].C(=O)([O-])[O-].[K+].[K+]>CS(C)=O>[C:26]([O:25][C:23]([C:22]1[CH:30]=[CH:31][C:19]([O:18][C:12]2[CH:11]=[C:10]3[C:5]([CH:6]([C:14]([O:16][CH3:17])=[O:15])[CH2:7][CH2:8][O:9]3)=[CH:4][C:3]=2[C:1]#[N:2])=[C:20]([CH3:32])[CH:21]=1)=[O:24])([CH3:29])([CH3:28])[CH3:27] |f:2.3.4|. Reported procedure: Methyl 6-cyano-7-fluorochroman-4-carboxylate (0.200 g, 0.850 mmol), tert-butyl 4-hydroxy-3-methylbenzoate (0.195 g, 0.935 mmol) and potassium carbonate (0.141 g, 1.02 mmol) were dissolved in 4 mL of dry DMSO and degassed with argon. The solution was heated in a microwave oven at 150° C. for 15 minutes, then at 170° C. for 15 additional minutes. The reaction was poured into 10% HCl/water (1 L), extracted with ethyl acetate, and the organic layer was washed with brine, dried over magnesium sulfate... Product: C(C)(C)(C)OC(=O)C1=CC(=C(OC2=C(C=C3C(CCOC3=C2)C(=O)OC)C#N)C=C1)C (methyl 7-(4-(tert-butoxycarbonyl)-2-methylphenoxy)-6-cyanochroman-4-carboxylate). Reaction conditions: temperature 150 celsius. Reactants: C(#N)C=1C=C2C(CCOC2=CC1F)C(=O)OC (Methyl 6-cyano-7-fluorochroman-4-carboxylate), OC1=C(C=C(C(=O)OC(C)(C)C)C=C1)C (tert-butyl 4-hydroxy-3-methylbenzoate), C([O-])([O-])=O.[K+].[K+] (potassium carbonate).